This data is from the Open Reaction Database (ORD), a public repository of structured organic reaction records. The task is: describe an organic reaction: reactants, conditions, products, and yield Reactants: NC1=NC(=CC(=N1)N)O (2,4-diamino-6-hydroxypyrimidine), C(C)(=O)[O-].[Na+] (sodium acetate), C(C)OC(CBr)OCC (bromoacetaldehyde diethylacetal), Cl (HCl), C(C)(=O)[O-].[Na+] (sodium acetate). Solvent: O (water), O (water). Run at temperature 90 celsius, time 30 minute. Yields the product NC=1N=C(C2=C(N1)NC=C2)O (2-amino-4 -hydroxy-7H-pyrrolo[2,3-d]pyrimidine). Isolated yield 69.4%. Reaction SMILES: [CH2:1](OC(OCC)CBr)[CH3:2].Cl.C([O-])(=O)C.[Na+].[NH2:16][C:17]1[N:22]=[C:21]([NH2:23])[CH:20]=[C:19]([OH:24])[N:18]=1>O>[NH2:16][C:17]1[N:18]=[C:19]([OH:24])[C:20]2[CH:2]=[CH:1][NH:23][C:21]=2[N:22]=1 |f:2.3|. Reported procedure: A mixture of 136.7 g of bromoacetaldehyde diethylacetal, 347 mL of water, and 17.3 mL of concentrated HCl was heated to about 90° C. with vigorous stirring for about 30 minutes, at which time a clear solution was obtained. The solution was cooled to ambient temperature and 68.3 g of sodium acetate was added. The resulting solution was added, with stirring, to a suspension of 100 g of 2,4-diamino-6-hydroxypyrimidine and 34.2 g of sodium acetate in 739 mL of water, which had been heated to 70°-85°...